From a dataset of the Open Reaction Database (ORD), a public repository of structured organic reaction records. describe an organic reaction: reactants, conditions, products, and yield The reactants are S(=O)=O (sulfur dioxide), CN1C=CC=C1 (N-methyl-pyrrole), C(CCC)[Li] (n-butyllithium), hexanes, C(C)(C)(C)N (t-butylamine). The solvent is C1CCOC1 (THF). Run at time 16 hour. Yields the product CC(C)(C)NS(=O)(=O)C=1N(C=CC1)C (N-(1,1-Dimethylethyl)-1-methyl-1H-pyrrole-2-sulfonamide). Yield: 28.5%. As a reaction SMILES: [CH3:1][N:2]1[CH:6]=[CH:5][CH:4]=[CH:3]1.C([Li])CCC.[S:12](=[O:14])=[O:13].[C:15]([NH2:19])([CH3:18])([CH3:17])[CH3:16]>C1COCC1>[CH3:16][C:15]([NH:19][S:12]([C:3]1[N:2]([CH3:1])[CH:6]=[CH:5][CH:4]=1)(=[O:14])=[O:13])([CH3:18])[CH3:17]. Procedure: A solution of 10 g (0.12 mol) of N-methyl-pyrrole in 120 mL of anhydrous THF under nitrogen atmosphere was cooled to below -70° C. then treated with 56 mL of 2.4M n-butyllithium in hexanes (0.13 mol) dropwise at such a rate as to keep the temperature below -60° C. The resulting brown colored mixture was stirred for 16 h at ambient temperature, then recooled to below -70° C. at which time liquified sulfur dioxide (9.0 mL, 0.21 mol) was added rapidly, causing an exotherm at -20° C. and the formati... Reactants: C(C)(C)(C)OC(=O)N1[C@@H]2C[C@H]([C@H]([C@H]1C(=O)O)CC2)O ((1S,3S,4S,5R)-2-(tert-Butoxycarbonyl)-5-hydroxy-2-azabicyclo[2.2.2]octane-3-carboxylic acid), N1[C@@H](CCC1)C(=O)N ((2S)-2-pyrrolidinecarboxamide), O.ON1N=NC2=C1C=CC=C2 (1-hydroxybenzotriazole hydrate), Cl.CN(CCCN=C=NCC)C (1-(3-dimethylaminopropyl)-3-ethylcarbodiimide hydrochloride), C(C)(C)N(C(C)C)CC (N,N-diisopropylethylamine). Conditions: time 5 minute. Product: NC(=O)[C@H]1N(CCC1)C(=O)[C@H]1N([C@@H]2C[C@H]([C@H]1CC2)O)C(=O)OC(C)(C)C (Tert-Butyl (1S,3S,4S,5R)-3-{[(2S)-2-aminocarbonyl-1-pyrrolidinyl]carbonyl}-5-hydroxy-2-azabicyclo[2.2.2]octane-2-carboxylate). As a reaction SMILES: [C:1]([O:5][C:6]([N:8]1[C@H:13]([C:14](O)=[O:15])[C@@H:12]2[CH2:17][CH2:18][C@H:9]1[CH2:10][C@H:11]2[OH:19])=[O:7])([CH3:4])([CH3:3])[CH3:2].[NH:20]1[CH2:24][CH2:23][CH2:22][C@H:21]1[C:25]([NH2:27])=[O:26].O.ON1C2C=CC=CC=2N=N1.Cl.CN(C)CCCN=C=NCC.C(N(CC)C(C)C)(C)C>>[NH2:27][C:25]([C@@H:21]1[CH2:22][CH2:23][CH2:24][N:20]1[C:14]([C@@H:13]1[C@@H:12]2[CH2:17][CH2:18][C@@H:9]([CH2:10][C@H:11]2[OH:19])[N:8]1[C:6]([O:5][C:1]([CH3:2])([CH3:3])[CH3:4])=[O:7])=[O:15])=[O:26] |f:2.3,4.5|. Procedure details: To a solution of (1S,3S,4S,5R)-2-(tert-butoxycarbonyl)-5-hydroxy-2-azabicyclo[2.2.2]octane-3-carboxylic acid obtained in Example 2-5 (4.05 g), (2S)-2-pyrrolidinecarboxamide (1.77 g) and 1-hydroxybenzotriazole hydrate (1.68 g), were added 1-(3-dimethylaminopropyl)-3-ethylcarbodiimide hydrochloride (3.15 g) and N,N-diisopropylethylamine (5.2 mL) with cooling on an ice bath. After 5 minutes, the ice bath was removed and the mixture was stirred overnight at room temperature.